Dataset: the Open Reaction Database (ORD), a public repository of structured organic reaction records. Task: describe an organic reaction: reactants, conditions, products, and yield Isolated yield 83.0%. The product is FC(CCCC(=O)N1CCC(CC1)C1=NC(=NO1)C=1SC=CC1)(F)F (5,5,5-trifluoro-1-{4-[3-(thiophen-2-yl)-1,2,4-oxadiazol-5-yl]piperidin-1-yl}pentan-1-one). RXN SMILES: [F:1][C:2]([F:10])([F:9])[CH2:3][CH2:4][CH2:5][C:6]([OH:8])=O.CCN=C=NCCCN(C)C.[CH:22]1[CH:23]=[CH:24]C2N(O)N=[N:28][C:26]=2[CH:27]=1.C(N(C(C)C)CC)(C)C.[S:41]1[CH:45]=[CH:44][CH:43]=[C:42]1[C:46]1[N:50]=[C:49](N2CCCCC2)[O:48][N:47]=1>CN(C=O)C>[F:9][C:2]([F:1])([F:10])[CH2:3][CH2:4][CH2:5][C:6]([N:28]1[CH2:24][CH2:23][CH:22]([C:49]2[O:48][N:47]=[C:46]([C:42]3[S:41][CH:45]=[CH:44][CH:43]=3)[N:50]=2)[CH2:27][CH2:26]1)=[O:8]. The solvent is CN(C)C=O (DMF), CN(C)C=O (DMF). Conditions: time 8 hour. Reactants: FC(CCCC(=O)O)(F)F (5,5,5-Trifluoropentanoic acid), CCN=C=NCCCN(C)C (EDCI), C=1C=CC2=C(C1)N=NN2O (HOBt), C(C)(C)N(CC)C(C)C (diisopropylethylamine), S1C(=CC=C1)C1=NOC(=N1)N1CCCCC1 ((3-(thien-2-yl)-1,2,4-oxadiazol-5-yl]-piperidine). Reported procedure: 5,5,5-Trifluoropentanoic acid (1.3 equiv), EDCI (1.3 equiv), HOBt (0.3 equiv) and diisopropylethylamine (4 equiv) were mixed in DMF (2 mL) for 5 minutes. 4-[(3-(thien-2-yl)-1,2,4-oxadiazol-5-yl]-piperidine (0.85 mmol, 1 equiv) was added with 3 mL of DMF. The reaction mixture was stirred overnight at room temperature and then evaporated under reduced pressure and purified by preparative HPLC. Yield 83%; 1H NMR (CD2Cl2) δ 7.80 (dd, J=1.2 Hz, J=3.6 Hz, 1H), 7.56 (dd, J=1.2 Hz, J=5.0 Hz, 1H), 7.19 (... Starting materials: C(C)OC(C1=C(N=C(C=C1O)O)C(F)(F)F)=O (4,6-dihydroxy-2-trifluoromethyl-nicotinic acid ethyl ester), N (ammonia). Solvent: Cl (HCl). Run at temperature 115 celsius, time 3 day. Product: FC(C1=CC(=CC(=N1)O)O)(F)F (6-trifluoromethyl-pyridine-2,4-diol). The yield is 84.2%. Reaction SMILES: C(OC(=O)[C:5]1[C:10]([OH:11])=[CH:9][C:8]([OH:12])=[N:7][C:6]=1[C:13]([F:16])([F:15])[F:14])C.N>Cl>[F:16][C:13]([F:14])([F:15])[C:6]1[N:7]=[C:8]([OH:12])[CH:9]=[C:10]([OH:11])[CH:5]=1. Procedure details: 4,6-dihydroxy-2-trifluoromethyl-nicotinic acid ethyl ester (15 g, 59.7 mmol) was dissolved in 250 mL of concentrated HCl and the mixture was stirred at 115° C. for 3 days. The mixture was cooled down to 0° C. and 0.88 ammonia was added until pH˜7. The solid formed was filtered, washed with water, azeotroped with toluene and dried in vacuo to give 9 g of the title compound as a white solid. Starting materials: C(C1=CC=CC=C1)N1CC(CC1)(O)CC1=C(C=CC(=C1)Cl)F (1-benzyl-3-(5-chloro-2-fluorobenzyl)pyrrolidin-3-ol), O (water), [H-].[Na+] (sodium hydride), CN(C=O)C (dimethylformamide). Solvent: C1(=CC=CC=C1)C (toluene), C1(=CC=CC=C1)C (toluene). The product is C(C1=CC=CC=C1)N1CC2(CC1)OC1=C(C2)C=C(C=C1)Cl (1′-Benzyl-5-chloro-3H-spiro[1-benzofuran-2,3′-pyrrolidine]). Isolated yield 46.0%. As a reaction SMILES: [H-].[Na+].[CH2:3]([N:10]1[CH2:14][CH2:13][C:12]([CH2:16][C:17]2[CH:22]=[C:21]([Cl:23])[CH:20]=[CH:19][C:18]=2F)([OH:15])[CH2:11]1)[C:4]1[CH:9]=[CH:8][CH:7]=[CH:6][CH:5]=1.CN(C)C=O.O>C1(C)C=CC=CC=1>[CH2:3]([N:10]1[CH2:14][CH2:13][C:12]2([CH2:16][C:17]3[CH:22]=[C:21]([Cl:23])[CH:20]=[CH:19][C:18]=3[O:15]2)[CH2:11]1)[C:4]1[CH:9]=[CH:8][CH:7]=[CH:6][CH:5]=1 |f:0.1|. Procedure: To a suspension of sodium hydride (NaH) (55%, 612 mg, 14.0 mmol) in toluene (10 mL) was added a solution of 1-benzyl-3-(5-chloro-2-fluorobenzyl)pyrrolidin-3-ol (1.3 g, 4.06 mmol) in toluene (20 mL) and the reaction mixture was kept on stirring at reflux, after 5 minutes dimethylformamide (10 mL) was added and the reaction mixture was refluxed for 90 minutes, cooled to room temperature, water (20 mL) was added and extracted with ethyl acetate. The organic layer was dried over sodium sulphate (Na2... The product is CC(C)C(=O)Nc1cccc(C2CCN(CCCCC(Oc3ccc(Br)cc3)c3ccc(F)cc3)CC2)c1. The reactants are Oc1ccc(Br)cc1, Cl, CC(C)C(=O)Nc1cccc(C2CCN(CCCCC(O)c3ccc(F)cc3)CC2)c1. RXN SMILES: [Br:1][c:2]1[cH:3][cH:4][c:5]([OH:8])[cH:6][cH:7]1.[ClH:40].[F:9][c:10]1[cH:11][cH:12][c:13]([CH:16]([CH2:17][CH2:18][CH2:19][CH2:20][N:21]2[CH2:22][CH2:23][CH:24]([c:27]3[cH:28][c:29]([NH:33][C:34]([CH:35]([CH3:36])[CH3:37])=[O:38])[cH:30][cH:31][cH:32]3)[CH2:25][CH2:26]2)[OH:39])[cH:14][cH:15]1>>[Br:1][c:2]1[cH:3][cH:4][c:5]([O:8][CH:16]([c:13]2[cH:12][cH:11][c:10]([F:9])[cH:15][cH:14]2)[CH2:17][CH2:18][CH2:19][CH2:20][N:21]2[CH2:22][CH2:23][CH:24]([c:27]3[cH:28][c:29]([NH:33][C:34]([CH:35]([CH3:36])[CH3:37])=[O:38])[cH:30][cH:31][cH:32]3)[CH2:25][CH2:26]2)[cH:6][cH:7]1. Starting materials: NC1=C(C=CC=C1)C1=NC(=NC(=N1)C)N(CC1=CC=C(C=C1)OC)CC1=CC=C(C=C1)OC (4-(2-aminophenyl)-N,N-bis(4-methoxybenzyl)-6-methyl-1,3,5-triazin-2-amine), COC1=CC=C(C=N1)B(O)O (6-methoxypyridin-3-ylboronic acid), C(C)(C)N(CC)C(C)C (diisopropylethylamine). The reagents and catalysts are C(C)(=O)[O-].[Cu+2].C(C)(=O)[O-] (copper acetate). Solvent: C(Cl)Cl (DCM). Run at time 16 hour. Yields the product COC1=CC=C(CN(C2=NC(=NC(=N2)C2=C(C=CC=C2)NC=2C=NC(=CC2)OC)C)CC2=CC=C(C=C2)OC)C=C1 (N,N-Bis(4-Methoxybenzyl)-4-(2-(6-Methoxypyridin-3-Ylamino)Phenyl)-6-Methyl-1,3,5-Triazin-2-Amine). Reaction SMILES: [NH2:1][C:2]1[CH:7]=[CH:6][CH:5]=[CH:4][C:3]=1[C:8]1[N:13]=[C:12]([CH3:14])[N:11]=[C:10]([N:15]([CH2:25][C:26]2[CH:31]=[CH:30][C:29]([O:32][CH3:33])=[CH:28][CH:27]=2)[CH2:16][C:17]2[CH:22]=[CH:21][C:20]([O:23][CH3:24])=[CH:19][CH:18]=2)[N:9]=1.[CH3:34][O:35][C:36]1[N:41]=[CH:40][C:39](B(O)O)=[CH:38][CH:37]=1.C(N(C(C)C)CC)(C)C>C(Cl)Cl.C([O-])(=O)C.[Cu+2].C([O-])(=O)C>[CH3:33][O:32][C:29]1[CH:28]=[CH:27][C:26]([CH2:25][N:15]([CH2:16][C:17]2[CH:22]=[CH:21][C:20]([O:23][CH3:24])=[CH:19][CH:18]=2)[C:10]2[N:9]=[C:8]([C:3]3[CH:4]=[CH:5][CH:6]=[CH:7][C:2]=3[NH:1][C:39]3[CH:40]=[N:41][C:36]([O:35][CH3:34])=[CH:37][CH:38]=3)[N:13]=[C:12]([CH3:14])[N:11]=2)=[CH:31][CH:30]=1 |f:4.5.6|. Reported procedure: A mixture of 4-(2-aminophenyl)-N,N-bis(4-methoxybenzyl)-6-methyl-1,3,5-triazin-2-amine (0.54 g, 1.22 mmol), copper acetate (0.33 g, 1.83 mmol, Aldrich, St. Louis, Mo.), 6-methoxypyridin-3-ylboronic acid (0.56 g mg, 3.67 mmol, Boron Molecular, Research Triangle Park, N.C.) and diisopropylethylamine (0.85 mL, 4.89 mmol) in DCM (15 mL) was stirred at room temperature for 16 h, filtered through a pad of Celite® (diatomaceous earth), and the solvent was removed in vacuo. The crude material was adsorb... Reaction conditions: temperature 80 celsius. Yields the product C(C1=CC=CC=C1)NC(=S)NN=CC1=CC=C(C=C1)C1=NN(C=N1)C1=CC=C(C=C1)OC(F)(F)F (N-benzyl-2-(4-(1-(4-(trifluoromethoxy)phenyl)-1H-1,2,4-triazol-3-yl)benzylidene)hydrazinecarbothioamide), solid. Reported procedure: To a 50 mL round-bottomed flask containing 4-[1-[4-(trifluoromethoxy)phenyl]-1,2,4-triazol-3-yl]benzaldehyde (500 mg, 1.5 mmol) in EtOH (3 mL) was added 4-benzylthiosemicarbazide (650 mg, 3.6 mmol). The reaction mixture was heated at 80° C. overnight. H2O was added upon completion of the reaction, and the crude product material was isolated by vacuum filtration. The title compound was isolated via RP-HPLC as a white solid (390 mg, 52%): mp 220-224° C.; 1H NMR (400 MHz, CDCl3) δ 9.29 (s, 1H), 8.5... RXN SMILES: [F:1][C:2]([F:24])([F:23])[O:3][C:4]1[CH:9]=[CH:8][C:7]([N:10]2[CH:14]=[N:13][C:12]([C:15]3[CH:22]=[CH:21][C:18]([CH:19]=O)=[CH:17][CH:16]=3)=[N:11]2)=[CH:6][CH:5]=1.[CH2:25]([NH:32][C:33](=[S:36])[NH:34][NH2:35])[C:26]1[CH:31]=[CH:30][CH:29]=[CH:28][CH:27]=1.O>CCO>[CH2:25]([NH:32][C:33]([NH:34][N:35]=[CH:19][C:18]1[CH:21]=[CH:22][C:15]([C:12]2[N:13]=[CH:14][N:10]([C:7]3[CH:8]=[CH:9][C:4]([O:3][C:2]([F:24])([F:23])[F:1])=[CH:5][CH:6]=3)[N:11]=2)=[CH:16][CH:17]=1)=[S:36])[C:26]1[CH:31]=[CH:30][CH:29]=[CH:28][CH:27]=1. Solvent: CCO (EtOH). Starting materials: FC(OC1=CC=C(C=C1)N1N=C(N=C1)C1=CC=C(C=O)C=C1)(F)F (4-[1-[4-(trifluoromethoxy)phenyl]-1,2,4-triazol-3-yl]benzaldehyde), O (H2O), C(C1=CC=CC=C1)NC(NN)=S (4-benzylthiosemicarbazide). Isolated yield 52.0%. The reactants are CO (methanol), N1=C(C=CC=C1)C(C)=O (1-pyridin-2-ylethanone), [BH4-].[Na+] (sodium borohydride). Solvent: O (water). Run at time 4 hour. Yields the product N1=C(C=CC=C1)C(C)O (1-(Pyridin-2-yl)ethanol). The yield is 88.5%. RXN SMILES: CO.[N:3]1[CH:8]=[CH:7][CH:6]=[CH:5][C:4]=1[C:9](=[O:11])[CH3:10].[BH4-].[Na+]>O>[N:3]1[CH:8]=[CH:7][CH:6]=[CH:5][C:4]=1[CH:9]([OH:11])[CH3:10] |f:2.3|. Procedure: A methanol solution (100 mL) of 1-pyridin-2-ylethanone (10.0 g) was cooled to 0° C., sodium borohydride (6.2 g) was added thereto and stirred at that temperature for 4 hours. Then water was added to the reaction solution, and the organic solvent was evaporated off under reduced pressure. The resulting residue was extracted with ethyl acetate. The organic layer was dried with anhydrous magnesium sulfate, and the solvent was evaporated off under reduced pressure. The resulting residue was purified... Reactants: C(C)N1NC(CC1(C)C)=O (1-ethyl-5,5-dimethyl-pyrazolidin-3-one), C([O-])([O-])=O.[Cs+].[Cs+] (cesium carbonate), FC1=NC=C(C=C1)I (2-Fluoro-5-iodopyridine). The solvent is C1(=CC=CC=C1)C (toluene). Conditions: temperature 100 celsius, time 4 hour. Yields the product C(C)N1N(C(CC1(C)C)=O)C1=NC=C(C=C1)I (1-ethyl-2-(5-iodo-pyridin-2-yl)-5,5-dimethyl-pyrazolidin-3-one). Isolated yield 28.3%. RXN SMILES: F[C:2]1[CH:7]=[CH:6][C:5]([I:8])=[CH:4][N:3]=1.[CH2:9]([N:11]1[C:15]([CH3:17])([CH3:16])[CH2:14][C:13](=[O:18])[NH:12]1)[CH3:10].C(=O)([O-])[O-].[Cs+].[Cs+]>C1(C)C=CC=CC=1>[CH2:9]([N:11]1[C:15]([CH3:17])([CH3:16])[CH2:14][C:13](=[O:18])[N:12]1[C:2]1[CH:7]=[CH:6][C:5]([I:8])=[CH:4][N:3]=1)[CH3:10] |f:2.3.4|. Reported procedure: (200 mg, 0.90 mmol) 2-Fluoro-5-iodopyridine was dissolved in toluene (1 ml) and 1-ethyl-5,5-dimethyl-pyrazolidin-3-one [CAS 26485-97-2] (128 mg, 0.90 mmol, 1.0 equiv.) and cesium carbonate (440 mg, 1.35 mmol, 1.5 equiv.) were added under nitrogen. The mixture was stirred for 4 hours at 100° C. The crude product was purified by flash chromatography by directly loading the toluene mixture onto a silica gel column and eluting with an ethyl acetate:heptane gradient 0:100 to 50:50. The desired 1-ethy...